From a dataset of the Open Reaction Database (ORD), a public repository of structured organic reaction records. describe an organic reaction: reactants, conditions, products, and yield Starting materials: resultant mixture, CCO (EtOH), CNN (2-methylhydrazine), C(C1=CC=CC=C1)N1CCN(CC1)C1=NC=C(C(=N1)Cl)C(=O)OCC (ethyl 2-(4-benzylpiperazino)-4-chloropyrimidine-5-carboxylate). The solvent is C(Cl)(Cl)Cl (chloroform). Product: C(C1=CC=CC=C1)N1CCN(CC1)C1=NC=C2C(=N1)NN(C2=O)C (6-(4-Benzylpiperazino)-2-methyl-3-oxo-2,3-dihydro-1H-pyrazolo[3,4-d]pyrimidine). Yield: 63.0%. Reaction SMILES: CCO.[CH3:4][NH:5][NH2:6].[CH2:7]([N:14]1[CH2:19][CH2:18][N:17]([C:20]2[N:25]=[C:24](Cl)[C:23]([C:27]([O:29]CC)=O)=[CH:22][N:21]=2)[CH2:16][CH2:15]1)[C:8]1[CH:13]=[CH:12][CH:11]=[CH:10][CH:9]=1>C(Cl)(Cl)Cl>[CH2:7]([N:14]1[CH2:19][CH2:18][N:17]([C:20]2[N:25]=[C:24]3[NH:6][N:5]([CH3:4])[C:27](=[O:29])[C:23]3=[CH:22][N:21]=2)[CH2:16][CH2:15]1)[C:8]1[CH:13]=[CH:12][CH:11]=[CH:10][CH:9]=1. Procedure: Added at room temperature (about 20° C.) to an EtOH solution (20 ml) of 2.0 g of 2-methylhydrazine was a chloroform solution (12 ml) of 5.3 g of the ethyl 2-(4-benzylpiperazino)-4-chloropyrimidine-5-carboxylate synthesized in Referential Example 63. The resultant mixture was stirred for 3 hours. The solvent was distilled off and ethyl acetate was added to the resultant solid. After thoroughly mixing the thus-obtained mixture, 3 g of crystals were collected by filtration (yield: 63%). The reactants are ClCCl, CC(C)(C)OC(=O)N1CCCC(c2nc3ccccc3n2CCN2C(=O)c3ccccc3C2=O)C1, O=C(O)C(F)(F)F. Product: O=C1c2ccccc2C(=O)N1CCn1c(C2CCCNC2)nc2ccccc21. Reaction SMILES: [Cl:43][CH2:44][Cl:45].[O:1]=[C:2]1[N:3]([CH2:12][CH2:13][n:14]2[c:15]([CH:23]3[CH2:24][N:25]([C:29]([O:30][C:31]([CH3:32])([CH3:33])[CH3:34])=[O:35])[CH2:26][CH2:27][CH2:28]3)[n:16][c:17]3[c:18]2[cH:19][cH:20][cH:21][cH:22]3)[C:4](=[O:11])[c:5]2[cH:6][cH:7][cH:8][cH:9][c:10]21.[OH:36][C:37]([C:38]([F:39])([F:40])[F:41])=[O:42]>>[O:1]=[C:2]1[N:3]([CH2:12][CH2:13][n:14]2[c:15]([CH:23]3[CH2:24][NH:25][CH2:26][CH2:27][CH2:28]3)[n:16][c:17]3[c:18]2[cH:19][cH:20][cH:21][cH:22]3)[C:4](=[O:11])[c:5]2[cH:6][cH:7][cH:8][cH:9][c:10]21. The reactants are C(C)(C)(C)N(C(C)=O)N1C(C(CC(CC1C1=CC=CC=C1)C1=CC=CC=C1)NC(C(CC1=CC=CC=C1)N)=O)=O (1-(N-t-butylacetamido)-3-(2-amino-3-phenylpropionamido)-5,7-diphenylhexahydroazepin-2-one). Solvent: C(C)(=O)OCC (ethyl acetate). Product: C(C)(C)(C)N(C(C)=O)N1C(C(CC(CC1C1=CC=CC=C1)C1=CC=CC=C1)N)=O ((+)-1-(N-t-butylacetamido)-3-amino-5,7-diphenylhexahydroazepin-2-one). The yield is 92.0%. Reaction SMILES: [C:1]([N:5]([N:9]1[CH:15]([C:16]2[CH:21]=[CH:20][CH:19]=[CH:18][CH:17]=2)[CH2:14][CH:13]([C:22]2[CH:27]=[CH:26][CH:25]=[CH:24][CH:23]=2)[CH2:12][CH:11]([NH:28]C(=O)C(N)CC2C=CC=CC=2)[C:10]1=[O:40])[C:6](=[O:8])[CH3:7])([CH3:4])([CH3:3])[CH3:2]>C(OCC)(=O)C>[C:1]([N:5]([N:9]1[CH:15]([C:16]2[CH:17]=[CH:18][CH:19]=[CH:20][CH:21]=2)[CH2:14][CH:13]([C:22]2[CH:27]=[CH:26][CH:25]=[CH:24][CH:23]=2)[CH2:12][CH:11]([NH2:28])[C:10]1=[O:40])[C:6](=[O:8])[CH3:7])([CH3:2])([CH3:3])[CH3:4]. Procedure: Prepared as above from 1-(N-t-butylacetamido)-3-(2-amino-3-phenylpropionamido)-5,7-diphenylhexahydroazepin-2-one (less polar isomer) as an oil in 92% yield, αD =+3.21° (c=0.8, ethyl acetate). The 1H-NMR spectrum matches that of the racemate. The reactants are C1(CCCC1)CC(C(=O)O)N1N=CC(=CC1=O)OC1=NC=CC=C1F (3-cyclopentyl-2-[4-(3-fluoro-pyridin-2-yloxy)-6-oxo-6H-pyridazin-1-yl]-propionic acid), CC1(OC[C@H](O1)CN1N=C(C=C1)N)C (1-((R)-2,2-dimethyl-[1,3]dioxolan-4-ylmethyl)-1H-pyrazol-3-ylamine), C1(CCCC1)CC(C(=O)O)N1N=CC(=CC1=O)OC1=NC=CC=C1F (3-cyclopentyl-2-[4-(3-fluoro-pyridin-2-yloxy)-6-oxo-6H-pyridazin-1-yl]-propionic acid), CC1(OC[C@H](O1)CN1N=C(C=C1)N)C (1-((R)-2,2-dimethyl-[1,3]dioxolan-4-ylmethyl)-1H-pyrazol-3-ylamine). Yields the product C1(CCCC1)CC(C(=O)NC1=NN(C=C1)C[C@H]1OC(OC1)(C)C)N1N=CC(=CC1=O)OC1=NC=CC=C1F (3-cyclopentyl-N-[1-((R)-2,2-dimethyl-[1,3]dioxolan-4-ylmethyl)-1H-pyrazol-3-yl]-2-[4-(3-fluoro-pyridin-2-yloxy)-6-oxo-6H-pyridazin-1-yl]-propionamide). As a reaction SMILES: [CH:1]1([CH2:6][CH:7]([N:11]2[C:16](=[O:17])[CH:15]=[C:14]([O:18][C:19]3[C:24]([F:25])=[CH:23][CH:22]=[CH:21][N:20]=3)[CH:13]=[N:12]2)[C:8]([OH:10])=O)[CH2:5][CH2:4][CH2:3][CH2:2]1.[CH3:26][C:27]1([CH3:39])[O:31][C@H:30]([CH2:32][N:33]2[CH:37]=[CH:36][C:35]([NH2:38])=[N:34]2)[CH2:29][O:28]1>>[CH:1]1([CH2:6][CH:7]([N:11]2[C:16](=[O:17])[CH:15]=[C:14]([O:18][C:19]3[C:24]([F:25])=[CH:23][CH:22]=[CH:21][N:20]=3)[CH:13]=[N:12]2)[C:8]([NH:38][C:35]2[CH:36]=[CH:37][N:33]([CH2:32][C@@H:30]3[CH2:29][O:28][C:27]([CH3:39])([CH3:26])[O:31]3)[N:34]=2)=[O:10])[CH2:2][CH2:3][CH2:4][CH2:5]1. Procedure: Using the method described in Example 49, 3-cyclopentyl-2-[4-(3-fluoro-pyridin-2-yloxy)-6-oxo-6H-pyridazin-1-yl]-propionic acid (Intermediate 73) and 1-((R)-2,2-dimethyl-[1,3]dioxolan-4-ylmethyl)-1H-pyrazol-3-ylamine (Intermediate 4) afforded 3-cyclopentyl-N-[1-((R)-2,2-dimethyl-[1,3]dioxolan-4-ylmethyl)-1H-pyrazol-3-yl]-2-[4-(3-fluoro-pyridin-2-yloxy)-6-oxo-6H-pyridazin-1-yl]-propionamide as a yellow solid as a mixture of diastereomers (1.29 g, 85%).